Dataset: the Open Reaction Database (ORD), a public repository of structured organic reaction records. Task: describe an organic reaction: reactants, conditions, products, and yield Starting materials: ClC1=NC(=C(C(=C1C#N)COC)[N+](=O)[O-])C (2-Chloro-3-cyano-4-methoxymethyl-5-nitro-6-methylpyridine), C(C)C(CC)N (1-ethylpropylamine). The solvent is C1(=CC=CC=C1)C (toluene). Reaction conditions: temperature 50 celsius. The product is C(C)C(CC)NC1=NC(=C(C(=C1C#N)COC)[N+](=O)[O-])C (2-(1-ethylpropylamino)-3-cyano-4-methoxymethyl-5-nitro-6-methylpyridine). RXN SMILES: Cl[C:2]1[C:7]([C:8]#[N:9])=[C:6]([CH2:10][O:11][CH3:12])[C:5]([N+:13]([O-:15])=[O:14])=[C:4]([CH3:16])[N:3]=1.[CH2:17]([CH:19]([NH2:22])[CH2:20][CH3:21])[CH3:18]>C1(C)C=CC=CC=1>[CH2:17]([CH:19]([NH:22][C:2]1[C:7]([C:8]#[N:9])=[C:6]([CH2:10][O:11][CH3:12])[C:5]([N+:13]([O-:15])=[O:14])=[C:4]([CH3:16])[N:3]=1)[CH2:20][CH3:21])[CH3:18]. Reported procedure: 2-Chloro-3-cyano-4-methoxymethyl-5-nitro-6-methylpyridine (4.8 grams, 0.02 mole), 1-ethylpropylamine (3.6 grams, 0.04 mole) and 100 ml of toluene were charged into a glass reaction vessel fitted with a stirrer, thermometer and condenser. The reaction mixture was stirred and heated to 50° C. for 34 hours. It was then filtered and the solvent stripped off under reduced pressure to yield the desired product 2-(1-ethylpropylamino)-3-cyano-4-methoxymethyl-5-nitro-6-methylpyridine as a brown solid hav...